From a dataset of the Open Reaction Database (ORD), a public repository of structured organic reaction records. describe an organic reaction: reactants, conditions, products, and yield Starting materials: COC1=NC=CC=C1C1=CC=C(C=C1)N1C=NC(=C1)CC1=C(SC=C1)C(=O)N ((1-(4-(2-methoxypyridin-3-yl)phenyl-1H-imidazol-4-yl)methyl)thiophene-2-carboxamide), [Na+].[I-] (NaI), C[Si](C)(C)Cl (TMSCl). The solvent is C(=O)(C)C#N (AcCN). Conditions: temperature 80 celsius. Yields the product O=C1NC=CC=C1C1=CC=C(C=C1)N1C=NC(=C1)CC1=C(SC=C1)C(=O)N ((1-(4-(2-oxo-1,2-dihydropyridin-3-yl)phenyl-1H-imidazol-4-yl)methyl)thiophene-2-carboxamide). RXN SMILES: C[O:2][C:3]1[C:8]([C:9]2[CH:14]=[CH:13][C:12]([N:15]3[CH:19]=[C:18]([CH2:20][C:21]4[CH:25]=[CH:24][S:23][C:22]=4[C:26]([NH2:28])=[O:27])[N:17]=[CH:16]3)=[CH:11][CH:10]=2)=[CH:7][CH:6]=[CH:5][N:4]=1.[Na+].[I-].C[Si](Cl)(C)C>C(C#N)(C)=O>[O:2]=[C:3]1[C:8]([C:9]2[CH:10]=[CH:11][C:12]([N:15]3[CH:19]=[C:18]([CH2:20][C:21]4[CH:25]=[CH:24][S:23][C:22]=4[C:26]([NH2:28])=[O:27])[N:17]=[CH:16]3)=[CH:13][CH:14]=2)=[CH:7][CH:6]=[CH:5][NH:4]1 |f:1.2|. Reported procedure: To a solution of 5-chloro-N-((1-(4-(2-methoxypyridin-3-yl)phenyl-1H-imidazol-4-yl)methyl)thiophene-2-carboxamide (0.01 g, 0.024 mmol) in AcCN (1 mL) was added NaI (0.011 g, 0.072 mmol) and TMSCl (0.045 mL, 0.36 mmol). After heating at 80° C. for 90 min, the reaction mixture was cooled to room temperature, and purified by preparative HPLC to yield 5-chloro-N-((1-(4-(2-oxo-1,2-dihydropyridin-3-yl)phenyl-1H-imidazol-4-yl)methyl)thiophene-2-carboxamide (MS 411.0, 413.0 (M+H) Cl pattern). Reactants: N1(CCCC1)CC=1C=C(OCCCN)C=CC1 (3-[3-(1-pyrrolidinylmethyl)-phenoxy]1-propanamine), BrC1=NN=C(S1)N (5-bromo-1,3,4-thiadiazole-2-amine). Yields the product N1(CCCC1)CC=1C=C(OCCCNC=2SC(=NN2)N)C=CC1 (N-[3-[3-(1-Pyrrolidinylmethyl)phenoxy]propyl]-1,3,4-thiadiazole-2,5-diamine). As a reaction SMILES: [N:1]1([CH2:6][C:7]2[CH:8]=[C:9]([CH:15]=[CH:16][CH:17]=2)[O:10][CH2:11][CH2:12][CH2:13][NH2:14])[CH2:5][CH2:4][CH2:3][CH2:2]1.Br[C:19]1[S:23][C:22]([NH2:24])=[N:21][N:20]=1>>[N:1]1([CH2:6][C:7]2[CH:8]=[C:9]([CH:15]=[CH:16][CH:17]=2)[O:10][CH2:11][CH2:12][CH2:13][NH:14][C:19]2[S:23][C:22]([NH2:24])=[N:21][N:20]=2)[CH2:2][CH2:3][CH2:4][CH2:5]1. Procedure: The compound is prepared by a method analogous to that of Example 51 from 3-[3-(1-pyrrolidinylmethyl)-phenoxy]1-propanamine and 5-bromo-1,3,4-thiadiazole-2-amine. Reactants: C1CCOC1, COC(=O)c1cc(CN2CCOCC2)n(C)n1. Product: Cn1nc(CO)cc1CN1CCOCC1. RXN SMILES: [CH2:18]1[O:19][CH2:20][CH2:21][CH2:22]1.[CH3:1][n:2]1[n:3][c:4]([C:14](=[O:15])[O:16][CH3:17])[cH:5][c:6]1[CH2:7][N:8]1[CH2:9][CH2:10][O:11][CH2:12][CH2:13]1>>[CH3:1][n:2]1[n:3][c:4]([CH2:14][OH:15])[cH:5][c:6]1[CH2:7][N:8]1[CH2:9][CH2:10][O:11][CH2:12][CH2:13]1. Reactants: Cl.C1(CCCCC1)NC1=NC(=NC(=C1C)C)NCC1=NC=CC=C1 (N4-cyclohexyl-5,6-dimethyl-N2-(pyridin-2-ylmethyl)pyrimidine-2,4-diamine hydrochloride), ClC1=CC(=NC=C1)CN ([(4-chloropyridin-2-yl)methyl]amine). Product: ClC1=CC(=NC=C1)CNC1=NC(=C(C(=N1)NC1CCCCC1)C)C (N2-[(4-chloropyridin-2-yl)methyl]-N4-cyclohexyl-5,6-dimethylpyrimidine-2,4-diamine), hydrochloride salt. As a reaction SMILES: Cl.[CH:2]1([NH:8][C:9]2[C:14]([CH3:15])=[C:13]([CH3:16])[N:12]=[C:11]([NH:17][CH2:18][C:19]3[CH:24]=[CH:23][CH:22]=[CH:21][N:20]=3)[N:10]=2)[CH2:7][CH2:6][CH2:5][CH2:4][CH2:3]1.[Cl:25]C1C=CN=C(CN)C=1>>[Cl:25][C:23]1[CH:22]=[CH:21][N:20]=[C:19]([CH2:18][NH:17][C:11]2[N:10]=[C:9]([NH:8][CH:2]3[CH2:3][CH2:4][CH2:5][CH2:6][CH2:7]3)[C:14]([CH3:15])=[C:13]([CH3:16])[N:12]=2)[CH:24]=1 |f:0.1|. Reported procedure: The titled compound was synthesized according to the general procedure described for preparation of N4-cyclohexyl-5,6-dimethyl-N2-(pyridin-2-ylmethyl)pyrimidine-2,4-diamine (Example 1) using [(4-chloropyridin-2-yl)methyl]amine instead of (pyridin-2-ylmethyl)amine. The crude product was purified by crystallization from ethanol (10 mL) to afford the titled compound as the hydrochloride salt as a white solid. 1H NMR (300 MHz, methanol-d4) δ ppm 1.16-1.28 (m, 5H), 1.55-1.75 (m, 5H), 1.96 (s, 3H), 2.... Reactants: [N+](=O)([O-])C1=C2C=CC(=NC2=CC=C1)Cl (5-nitro-2-chloroquinoline), CC1=CC=C(O1)CN (5-methyl-2-furanmethanamine), FC=1C=C(C=CC1F)S(=O)(=O)Cl (3,4-difluorobenzenesulfonylchloride). Product: FC=1C=C(C=CC1F)S(=O)(=O)NC1=C2C=CC(=NC2=CC=C1)NCC=1OC(=CC1)C (3,4-Difluoro-N-{2-[(5-methyl-furan-2-ylmethyl)-amino]-quinolin-5-yl}-benzenesulfonamide). As a reaction SMILES: [N+:1]([C:4]1[CH:13]=[CH:12][CH:11]=[C:10]2[C:5]=1[CH:6]=[CH:7][C:8](Cl)=[N:9]2)([O-])=O.[CH3:15][C:16]1[O:20][C:19]([CH2:21][NH2:22])=[CH:18][CH:17]=1.[F:23][C:24]1[CH:25]=[C:26]([S:31](Cl)(=[O:33])=[O:32])[CH:27]=[CH:28][C:29]=1[F:30]>>[F:23][C:24]1[CH:25]=[C:26]([S:31]([NH:1][C:4]2[CH:13]=[CH:12][CH:11]=[C:10]3[C:5]=2[CH:6]=[CH:7][C:8]([NH:22][CH2:21][C:19]2[O:20][C:16]([CH3:15])=[CH:17][CH:18]=2)=[N:9]3)(=[O:32])=[O:33])[CH:27]=[CH:28][C:29]=1[F:30]. Procedure details: The title compound, MS: m/e=420.3 (M+H+), was prepared in accordance with the general method of example 58 from 5-nitro-2-chloroquinoline, 5-methyl-2-furanmethanamine and 3,4-difluorobenzenesulfonylchloride. The reactants are CC(C)(C)OC(=O)c1ccc(I)cc1NC(=O)c1ccccc1, CC(=O)[O-], CC(=O)[O-], C1=CCCC1, CCCC[N+](CCCC)(CCCC)CCCC, CC(=O)[O-], CCOC(C)=O, [Cl-], [K+], O=C(O)CC(O)(CC(=O)O)C(=O)O, [Pd+2], c1ccc(P(c2ccccc2)c2ccccc2)cc1. Yields the product CC(C)(C)OC(=O)c1ccc(C2C=CCC2)cc1NC(=O)c1ccccc1. RXN SMILES: [C:30]([c:31]1[cH:32][cH:33][cH:34][cH:35][cH:36]1)(=[O:37])[NH:38][c:39]1[c:40]([C:41](=[O:42])[O:43][C:44]([CH3:45])([CH3:46])[CH3:47])[cH:48][cH:49][c:50]([I:52])[cH:51]1.[C:84]([O-:85])(=[O:86])[CH3:87].[C:89]([O-:90])(=[O:91])[CH3:92].[CH2:1]1[CH2:2][CH:3]=[CH:4][CH2:5]1.[CH3:67][CH2:68][CH2:69][CH2:70][N+:71]([CH2:72][CH2:73][CH2:74][CH3:75])([CH2:76][CH2:77][CH2:78][CH3:79])[CH2:80][CH2:81][CH2:82][CH3:83].[CH3:7][C:8](=[O:9])[O-:10].[CH3:93][CH2:94][O:95][C:96](=[O:97])[CH3:98].[Cl-:66].[K+:6].[OH:53][C:54]([CH2:55][C:56]([C:57](=[O:58])[OH:59])([CH2:60][C:61](=[O:62])[OH:63])[OH:64])=[O:65].[Pd+2:88].[c:11]1([P:12]([c:13]2[cH:14][cH:15][cH:16][cH:17][cH:18]2)[c:19]2[cH:20][cH:21][cH:22][cH:23][cH:24]2)[cH:25][cH:26][cH:27][cH:28][cH:29]1>>[CH2:1]1[CH2:2][CH:3]([c:50]2[cH:49][cH:48][c:40]([C:41](=[O:42])[O:43][C:44]([CH3:45])([CH3:46])[CH3:47])[c:39]([NH:38][C:30]([c:31]3[cH:32][cH:33][cH:34][cH:35][cH:36]3)=[O:37])[cH:51]2)[CH:4]=[CH:5]1.